From a dataset of the Open Reaction Database (ORD), a public repository of structured organic reaction records. describe an organic reaction: reactants, conditions, products, and yield Reaction SMILES: [C:29](=[O:30])([OH:31])[O-:32].[CH2:34]1[O:35][CH2:36][CH2:37][CH2:38]1.[CH3:16][Si:17]([N-:18][Si:19]([CH3:20])([CH3:21])[CH3:22])([CH3:23])[CH3:24].[CH3:25][C:26]([CH3:27])=[O:28].[Li+:15].[Na+:33].[OH2:39].[n:1]1([CH2:6][c:7]2[c:8]([C:9]#[N:10])[cH:11][cH:12][cH:13][cH:14]2)[cH:2][n:3][cH:4][cH:5]1>>[n:1]1([CH:6]([c:7]2[c:8]([C:9]#[N:10])[cH:11][cH:12][cH:13][cH:14]2)[C:26]([CH3:25])([CH3:27])[OH:28])[cH:2][n:3][cH:4][cH:5]1. Yields the product CC(C)(O)C(c1ccccc1C#N)n1ccnc1. Reactants: O=C([O-])O, C1CCOC1, C[Si](C)(C)[N-][Si](C)(C)C, CC(C)=O, [Li+], [Na+], O, N#Cc1ccccc1Cn1ccnc1. Starting materials: C1CCC(CC1)N=C=NC2CCCCC2 (DCC), N[C@@H]([C@@H](C)CC)C(=O)OC(C)(C)C.Cl (H-Ile-OtBu.HCl), N([C@@H](CCCNC(N)=N)C(=O)O)C(=O)OCC1C2=CC=CC=C2C2=CC=CC=C12 (Fmoc-Arg-OH), C=1C=CC2=C(C1)N=NN2O (HOBt). Run in CN(C=O)C (dimethylformamide). The product is N([C@@H](CCCNC(N)=N)C(=O)N[C@@H]([C@@H](C)CC)C(=O)OC(C)(C)C)C(=O)OCC1C2=CC=CC=C2C2=CC=CC=C12 (Fmoc-Arg-Ile-OtBu). Reaction SMILES: C1CCC(N=C=NC2CCCCC2)CC1.[NH2:16][C@H:17]([C:22]([O:24][C:25]([CH3:28])([CH3:27])[CH3:26])=[O:23])[C@H:18]([CH2:20][CH3:21])[CH3:19].Cl.[NH:30]([C:42]([O:44][CH2:45][CH:46]1[C:58]2[C:53](=[CH:54][CH:55]=[CH:56][CH:57]=2)[C:52]2[C:47]1=[CH:48][CH:49]=[CH:50][CH:51]=2)=[O:43])[C@H:31]([C:39](O)=[O:40])[CH2:32][CH2:33][CH2:34][NH:35][C:36](=[NH:38])[NH2:37].C1C=CC2N(O)N=NC=2C=1>CN(C)C=O>[NH:30]([C:42]([O:44][CH2:45][CH:46]1[C:47]2[C:52](=[CH:51][CH:50]=[CH:49][CH:48]=2)[C:53]2[C:58]1=[CH:57][CH:56]=[CH:55][CH:54]=2)=[O:43])[C@H:31]([C:39]([NH:16][C@H:17]([C:22]([O:24][C:25]([CH3:26])([CH3:28])[CH3:27])=[O:23])[C@H:18]([CH2:20][CH3:21])[CH3:19])=[O:40])[CH2:32][CH2:33][CH2:34][NH:35][C:36](=[NH:37])[NH2:38] |f:1.2|. Procedure: 2.2 g of DCC are added, at 0° C., to a stirred solution of 2.23 g of H-Ile-OtBu.HCl, 4 g (10 mmol) of Fmoc-Arg-OH and 1.35 g of HOBt in 80 ml of dimethylformamide. The working-up is carried out in analogy to Example 2b. The reactants are C(C)(C)NC(C)C (diisopropylamine), C(CCC)[Li] (butyllithium), CC1=C2N(C3=CC=CC=C13)C(CCC2)=O (8,9-dihydro-10-methylpyrido[1,2-a]indol-6(7H)-one), C(C(=O)O)(=O)O (oxalic acid), CC=1N(C=C(N1)C=O)C(C1=CC=CC=C1)(C1=CC=CC=C1)C1=CC=CC=C1 (2-methyl-1-trityl-1H-imidazole-4-carbaldehyde). Run in O1CCCC1 (tetrahydrofuran), CCCCCC (hexane), O (water), O1CCCC1 (tetrahydrofuran), O1CCCC1 (tetrahydrofuran). Reaction conditions: time 20 minute. Yields the product OC(C1CCC=2N(C3=CC=CC=C3C2C)C1=O)C=1N=C(N(C1)C(C1=CC=CC=C1)(C1=CC=CC=C1)C1=CC=CC=C1)C (8,9-dihydro-7-[(hydroxy)(2-methyl-1-trityl-1H-imidazol-4-yl)methyl]-10-methylpyrido[1,2-a]indol-6(7H)-one). The yield is 74.8%. Reaction SMILES: C(NC(C)C)(C)C.C([Li])CCC.[CH3:13][C:14]1[C:22]2[C:17](=[CH:18][CH:19]=[CH:20][CH:21]=2)[N:16]2[C:23](=[O:27])[CH2:24][CH2:25][CH2:26][C:15]=12.[CH3:28][C:29]1[N:30]([C:36]([C:49]2[CH:54]=[CH:53][CH:52]=[CH:51][CH:50]=2)([C:43]2[CH:48]=[CH:47][CH:46]=[CH:45][CH:44]=2)[C:37]2[CH:42]=[CH:41][CH:40]=[CH:39][CH:38]=2)[CH:31]=[C:32]([CH:34]=[O:35])[N:33]=1.C(O)(=O)C(O)=O>O1CCCC1.CCCCCC.O>[OH:35][CH:34]([C:32]1[N:33]=[C:29]([CH3:28])[N:30]([C:36]([C:37]2[CH:42]=[CH:41][CH:40]=[CH:39][CH:38]=2)([C:43]2[CH:44]=[CH:45][CH:46]=[CH:47][CH:48]=2)[C:49]2[CH:54]=[CH:53][CH:52]=[CH:51][CH:50]=2)[CH:31]=1)[CH:24]1[C:23](=[O:27])[N:16]2[C:17]3[C:22]([C:14]([CH3:13])=[C:15]2[CH2:26][CH2:25]1)=[CH:21][CH:20]=[CH:19][CH:18]=3. Procedure details: To a solution of diisopropylamine (557 mg) in tetrahydrofuran (7.5 ml) at -70° C. under a nitrogen atmosphere was added 1.64M butyllithium in hexane (3.35 ml). After being stirred at the same temperature for 20 minutes, the mixture was treated with a solution of 8,9-dihydro-10-methylpyrido[1,2-a]indol-6(7H)-one (995 mg) in tetrahydrofuran (10 ml) over 15 minutes. The mixture was stirred at -70° C. for 40 minutes, and a solution of 2-methyl-1-trityl-1H-imidazole-4-carbaldehyde (1.76 g) in tetrahy... Run in C1CCOC1 (THF). Yields the product C1(CC1)CC1=C(OCCCOC2=C(C3=C(CCC(O3)C(=O)OC)C=C2)CCC)C=CC(=C1OC)C(=O)NC (Methyl 7-[3-[2-(Cyclopropylmethyl)-3-methoxy-4-[(methylamino)carbonyl]phenoxy]propoxy]-3,4-dihydro-8-propyl-2H-1-benzopyran-2-carboxylate). Reaction SMILES: [CH:1]1([CH2:4][C:5]2[C:32]([OH:33])=[C:31]([C:34]([NH:36][CH3:37])=[O:35])[CH:30]=[CH:29][C:6]=2[O:7][CH2:8][CH2:9][CH2:10][O:11][C:12]2[CH:25]=[CH:24][C:15]3[CH2:16][CH2:17][CH:18]([C:20]([O:22][CH3:23])=[O:21])[O:19][C:14]=3[C:13]=2[CH2:26][CH2:27][CH3:28])[CH2:3][CH2:2]1.S(OC)(O[CH3:42])(=O)=O.[OH-].[K+]>C1COCC1>[CH:1]1([CH2:4][C:5]2[C:32]([O:33][CH3:42])=[C:31]([C:34]([NH:36][CH3:37])=[O:35])[CH:30]=[CH:29][C:6]=2[O:7][CH2:8][CH2:9][CH2:10][O:11][C:12]2[CH:25]=[CH:24][C:15]3[CH2:16][CH2:17][CH:18]([C:20]([O:22][CH3:23])=[O:21])[O:19][C:14]=3[C:13]=2[CH2:26][CH2:27][CH3:28])[CH2:2][CH2:3]1 |f:2.3|. Procedure: The compound of Example 17 (20 mg, 0.04 mmol), dimethyl sulfate (0.5 mg, 0.12 mmol), and potassium hydroxide (4.5 mg, 0.08 mmol) were added to about 5 ml of THF, and the reaction mixture was stirred overnight at room temperature. The reaction mixture was partitioned between ethyl acetate and water. The organic layer was separated, dried over magnesium sulfate, and concentrated in vacuo to give the product. Run at time 8 hour. Starting materials: C1(CC1)CC1=C(OCCCOC2=C(C3=C(CCC(O3)C(=O)OC)C=C2)CCC)C=CC(=C1O)C(=O)NC (Methyl 7-[3-[2-(cyclopropylmethyl)-3-hydroxy-4-[(methylamino)carbonyl]phenoxy]propoxy]-3,4-dihydro-8-propyl-2H-1-benzopyran-2-carboxylate), S(=O)(=O)(OC)OC (dimethyl sulfate), [OH-].[K+] (potassium hydroxide). Reactants: FC(C(=O)O)(F)F (trifluoroacetic acid), C(C)(C)[Mg]Cl (i-Propylmagnesium chloride), ClC1=CC=C(C=2N3C(=NC21)N(CCC3)C=3C(=NC(=NC3C)Cl)C)C(C(F)(F)F)OC(F)F (9-chloro-1-(2-chloro-4,6-dimethylpyrimidin-5-yl)-6-[1-(difluoromethoxy)-2,2,2-trifluoroethyl]-1,2,3,4-tetrahydropyrimido[1,2-a]benzimidazole). Reagents/catalysts: Cl[Ni]1([P](CCC[P](C2=CC=CC=C2)1C3=CC=CC=C3)(C4=CC=CC=C4)C5=CC=CC=C5)Cl ([1,3-bis(diphenylphosphino)propane]dichloronickel). The solvent is O1CCCC1 (tetrahydrofuran), [Cl-].[NH4+] (ammonium chloride). Conditions: time 14 hour. Yields the product ClC1=CC=C(C=2N3C(=NC21)N(CCC3)C=3C(=NC(=NC3C)C(C)C)C)C(C(F)(F)F)OC(F)F (9-Chloro-6-[1-(difluoromethoxy)-2,2,2-trifluoroethyl]-1-[4,6-dimethyl-2-(1-methylethyl)pyrimidin-5-yl]-1,2,3,4-tetrahydropyrimido[1,2-a]benzimidazole). RXN SMILES: [CH:1]([Mg]Cl)([CH3:3])[CH3:2].[Cl:6][C:7]1[C:15]2[N:14]=[C:13]3[N:16]([C:20]4[C:21]([CH3:28])=[N:22][C:23](Cl)=[N:24][C:25]=4[CH3:26])[CH2:17][CH2:18][CH2:19][N:12]3[C:11]=2[C:10]([CH:29]([O:34][CH:35]([F:37])[F:36])[C:30]([F:33])([F:32])[F:31])=[CH:9][CH:8]=1.FC(F)(F)C(O)=O>O1CCCC1.[Cl-].[NH4+].Cl[Ni]1(Cl)[P](C2C=CC=CC=2)(C2C=CC=CC=2)CCC[P]1(C1C=CC=CC=1)C1C=CC=CC=1>[Cl:6][C:7]1[C:15]2[N:14]=[C:13]3[N:16]([C:20]4[C:25]([CH3:26])=[N:24][C:23]([CH:1]([CH3:3])[CH3:2])=[N:22][C:21]=4[CH3:28])[CH2:17][CH2:18][CH2:19][N:12]3[C:11]=2[C:10]([CH:29]([O:34][CH:35]([F:36])[F:37])[C:30]([F:33])([F:32])[F:31])=[CH:9][CH:8]=1 |f:4.5,^1:54,70|. Procedure details: i-Propylmagnesium chloride (1.0 M solution in tetrahydrofuran, 0.76 mL, 0.760 mmol) was added dropwise to a stirred suspension of 9-chloro-1-(2-chloro-4,6-dimethylpyrimidin-5-yl)-6-[1-(difluoromethoxy)-2,2,2-trifluoroethyl]-1,2,3,4-tetrahydropyrimido[1,2-a]benzimidazole (189 mg, 0.381 mmol) and [1,3-bis(diphenylphosphino)propane]dichloronickel (20.7 mg, 0.0381 mmol) in tetrahydrofuran (1.5 mL) at 0° C., and the mixture was stirred at room temperature for 14 hr. The mixture was diluted with aqueo...